The task is: describe an organic reaction: reactants, conditions, products, and yield. This data is from the Open Reaction Database (ORD), a public repository of structured organic reaction records. Reactants: OCCCC1=CC=C(S1)C(=O)OC (methyl 5-(3-hydroxypropyl)thiophene-2-carboxylate), II (Iodine), C1(=CC=CC=C1)P(C1=CC=CC=C1)C1=CC=CC=C1 (triphenylphosphine), N1C=NC=C1 (imidazole). Run in C(Cl)Cl (CH2Cl2), C(Cl)Cl (CH2Cl2). Run at time 2 hour. The product is ICCCC1=CC=C(S1)C(=O)OC (Methyl 5-(3-iodopropyl)thiophene-2-carboxylate). Yield: 88.4%. As a reaction SMILES: [I:1]I.C1(P(C2C=CC=CC=2)C2C=CC=CC=2)C=CC=CC=1.N1C=CN=C1.O[CH2:28][CH2:29][CH2:30][C:31]1[S:35][C:34]([C:36]([O:38][CH3:39])=[O:37])=[CH:33][CH:32]=1>C(Cl)Cl>[I:1][CH2:28][CH2:29][CH2:30][C:31]1[S:35][C:34]([C:36]([O:38][CH3:39])=[O:37])=[CH:33][CH:32]=1. Procedure: Iodine (187 mg, 0.74 mmol) was added to a solution of triphenylphosphine (194 mg, 0.74 mmol) and imidazole (49 mg, 0.74 mmol) in CH2Cl2 (1.5 mL) at 23° C. After 0.5 h a solution of methyl 5-(3-hydroxypropyl)thiophene-2-carboxylate 7 (123 mg, 0.62 mmol) in CH2Cl2 (0.5 mL) was added. After stirring for 2 h the reaction was concentrated in vacuo and the residue was purified by FCC (silica gel, 7:3 hex/EtOAc) to provide 170 mg (89%) of the iodide 108.